Dataset: the Open Reaction Database (ORD), a public repository of structured organic reaction records. Task: describe an organic reaction: reactants, conditions, products, and yield Starting materials: CCCCOc1nc(N)c2nc(OC)n(CCCC3CCCCN3)c2n1, CCCC(C)Oc1nc(N)c2nc(OC)n(CCCC3CCN(C(=O)OCc4ccccc4)CC3)c2n1. Product: CCCC(C)Oc1nc(N)c2nc(OC)n(CCCC3CCNCC3)c2n1. Reaction SMILES: [CH2:1]([O:2][c:3]1[n:4][c:5]2[c:6]([n:7][c:8]([O:9][CH3:10])[n:11]2[CH2:12][CH2:13][CH2:14][CH:15]2[CH2:16][CH2:17][CH2:18][CH2:19][NH:20]2)[c:21]([NH2:22])[n:23]1)[CH2:24][CH2:25][CH3:26].[NH2:27][c:28]1[c:29]2[n:30][c:31]([O:62][CH3:63])[n:32]([CH2:43][CH2:44][CH2:45][CH:46]3[CH2:47][CH2:48][N:49]([C:52]([O:53][CH2:54][c:55]4[cH:56][cH:57][cH:58][cH:59][cH:60]4)=[O:61])[CH2:50][CH2:51]3)[c:33]2[n:34][c:35]([O:37][CH:38]([CH2:39][CH2:40][CH3:41])[CH3:42])[n:36]1>>[NH2:27][c:28]1[c:29]2[n:30][c:31]([O:62][CH3:63])[n:32]([CH2:43][CH2:44][CH2:45][CH:46]3[CH2:47][CH2:48][NH:49][CH2:50][CH2:51]3)[c:33]2[n:34][c:35]([O:37][CH:38]([CH2:39][CH2:40][CH3:41])[CH3:42])[n:36]1.